Task: describe an organic reaction: reactants, conditions, products, and yield. Dataset: the Open Reaction Database (ORD), a public repository of structured organic reaction records Reactants: N[C@@H](C(=O)NCC1=CC=CC=C1)COC ((R)-2-amino-N-benzyl-3-methoxypropionamide), C(C)(=O)OC(C)=O (acetic anhydride). Reaction conditions: time 30 minute. The product is CC(=O)N[C@H](COC)C(=O)NCC=1C=CC=CC1 (Lacosamide). RXN SMILES: [NH2:1][C@H:2]([CH2:13][O:14][CH3:15])[C:3]([NH:5][CH2:6][C:7]1[CH:12]=[CH:11][CH:10]=[CH:9][CH:8]=1)=[O:4].[C:16](OC(=O)C)(=[O:18])[CH3:17]>>[CH3:17][C:16]([NH:1][C@@H:2]([C:3]([NH:5][CH2:6][C:7]1[CH:12]=[CH:11][CH:10]=[CH:9][CH:8]=1)=[O:4])[CH2:13][O:14][CH3:15])=[O:18]. Reported procedure: The (R)-2-amino-N-benzyl-3-methoxypropionamide solution prepared above was cooled to <5° C. and acetic anhydride (10 ml, 0.106 mol) added at <15° C. The reaction mixture is warmed to room temperature over 30 minutes and aged for a further 30 minutes. The mixture is then washed with water (44 ml), 8% sodium bicarbonate (44 ml) and water (44 ml). The methylene chloride was exchanged for ethyl acetate by distillation and the solution distilled to a volume of 115 ml. The product was crystallized by ...